From a dataset of the Open Reaction Database (ORD), a public repository of structured organic reaction records. describe an organic reaction: reactants, conditions, products, and yield Starting materials: CSC1=C(C#N)C=CC=C1 (2-(methylthio)benzonitrile), O (water), S(=O)(=O)(Cl)Cl (sulfuryl chloride). Run in ClC1=CC=CC=C1 (monochlorobenzene). Product: S1NC(C2=C1C=CC=C2)=O (1,2-benzisothiazol-3-one). Yield: 95.9%. As a reaction SMILES: C[S:2][C:3]1[CH:10]=[CH:9][CH:8]=[CH:7][C:4]=1[C:5]#[N:6].O.S(Cl)(Cl)(=O)=[O:13]>ClC1C=CC=CC=1>[S:2]1[C:3]2[CH:10]=[CH:9][CH:8]=[CH:7][C:4]=2[C:5](=[O:13])[NH:6]1. Procedure: To a 500 ml four-necked flask equipped with a stirrer, a thermometer, and a condenser, 29.8 g (0.2 mol) of 2-(methylthio)benzonitrile, 100 g of monochlorobenzene, and 4.32 g (0.24 mol) of water were added. To the flask, 29.7 g (0.22 mol) of sulfuryl chloride was added with stirring at a temperature of from 5° to 15° C., heated to a temperature of from 70° to 80° C., and allowed to react for 1 hour. After the completion of the reaction, the reaction mixture was cooled to room temperature to preci... Starting materials: CS(=O)(=O)O[C@@]1(N(C[C@H](C1)SC(C1=CC=CC=C1)(C1=CC=CC=C1)C1=CC=CC=C1)C(=O)OCC1=CC=C(C=C1)[N+](=O)[O-])C ((2S,4S)-2-(methanesulfonyloxy)-methyl-1-(4-nitrobenzyloxycarbonyl)-4-(triphenylmethylthio)pyrrolidine), CN1CCNCC1 (N-methylpiperazine), ice water. The solvent is CN(C=O)C (dimethylformamide). Run at time 5 hour. The product is CN1CCN(CC1)[C@H]1N(C[C@H](C1)SC(C1=CC=CC=C1)(C1=CC=CC=C1)C1=CC=CC=C1)C(=O)OCC1=CC=C(C=C1)[N+](=O)[O-] ((2S ,4S) 2-(4-methylpiperazin-1-yl)-1-(4-nitrobenzyloxy carbonyl)-4-(triphenylmethylthio)pyrrolidine). As a reaction SMILES: CS(O[C@@:6]1(C)[CH2:10][C@H:9]([S:11][C:12]([C:25]2[CH:30]=[CH:29][CH:28]=[CH:27][CH:26]=2)([C:19]2[CH:24]=[CH:23][CH:22]=[CH:21][CH:20]=2)[C:13]2[CH:18]=[CH:17][CH:16]=[CH:15][CH:14]=2)[CH2:8][N:7]1[C:31]([O:33][CH2:34][C:35]1[CH:40]=[CH:39][C:38]([N+:41]([O-:43])=[O:42])=[CH:37][CH:36]=1)=[O:32])(=O)=O.[CH3:45][N:46]1[CH2:51][CH2:50][NH:49][CH2:48][CH2:47]1>CN(C)C=O>[CH3:45][N:46]1[CH2:51][CH2:50][N:49]([C@@H:6]2[CH2:10][C@H:9]([S:11][C:12]([C:19]3[CH:20]=[CH:21][CH:22]=[CH:23][CH:24]=3)([C:25]3[CH:26]=[CH:27][CH:28]=[CH:29][CH:30]=3)[C:13]3[CH:18]=[CH:17][CH:16]=[CH:15][CH:14]=3)[CH2:8][N:7]2[C:31]([O:33][CH2:34][C:35]2[CH:40]=[CH:39][C:38]([N+:41]([O-:43])=[O:42])=[CH:37][CH:36]=2)=[O:32])[CH2:48][CH2:47]1. Reported procedure: To a solution of (2S,4S)-2-(methanesulfonyloxy)-methyl-1-(4-nitrobenzyloxycarbonyl)-4-(triphenylmethylthio)pyrrolidine (10.37 g) in dimethylformamide (100 ml) was added N-methylpiperazine (5.45 ml) and the mixture was stirred at 80°-90° C. for 5 hours. The reaction mixture was poured into ice-water (300 ml) and extracted twice with ethyl acetate (200 ml). The extract was washed with saturated aqueous sodium chloride, dried over magnesium sulfate and evaporated in vacuo. The resulting residue was... The reactants are CC1(CCNC2=CC(=CC=C12)[N+](=O)[O-])C (4,4-Dimethyl-7-nitro-1,2,3,4-tetrahydroquinoline), C(=O)(O)[O-].[Na+] (NaHCO3), C(C)(=O)OC(C)=O (acetic anhydride). Run in O (water). The product is CC1(CCN(C2=CC(=CC=C12)[N+](=O)[O-])C(C)=O)C (1-(4,4-dimethyl-7-nitro-3,4-dihydroquinolin-1(2H)-yl)ethanone). As a reaction SMILES: [CH3:1][C:2]1([CH3:15])[C:11]2[C:6](=[CH:7][C:8]([N+:12]([O-:14])=[O:13])=[CH:9][CH:10]=2)[NH:5][CH2:4][CH2:3]1.C([O-])(O)=O.[Na+].[C:21](OC(=O)C)(=[O:23])[CH3:22]>O>[CH3:1][C:2]1([CH3:15])[C:11]2[C:6](=[CH:7][C:8]([N+:12]([O-:14])=[O:13])=[CH:9][CH:10]=2)[N:5]([C:21](=[O:23])[CH3:22])[CH2:4][CH2:3]1 |f:1.2|. Reported procedure: 4,4-Dimethyl-7-nitro-1,2,3,4-tetrahydroquinoline (1.08 g) was heated at reflux in 10 ml of acetic anhydride for 2 h, cooled to RT, diluted with water (100 ml), neutralized to pH7 with NaHCO3 (solid) and extracted with EtOAc. The organic portion was washed with brine, removal of the solvents afforded 1-(4,4-dimethyl-7-nitro-3,4-dihydroquinolin-1(2H)-yl)ethanone as a solid. Starting materials: C1CCOC1, Nc1cc(C2CC2)[nH]n1, CCOC(=O)c1nc(Cl)nc(Cl)c1[N+](=O)[O-], O. The product is CCOC(=O)c1nc(Cl)nc(Nc2cc(C3CC3)[nH]n2)c1[N+](=O)[O-]. As a reaction SMILES: [CH2:27]1[O:28][CH2:29][CH2:30][CH2:31]1.[CH:17]1([c:20]2[cH:21][c:22]([NH2:25])[n:23][nH:24]2)[CH2:18][CH2:19]1.[Cl:1][c:2]1[n:3][c:4]([Cl:16])[c:5]([N+:13](=[O:14])[O-:15])[c:6]([C:8](=[O:9])[O:10][CH2:11][CH3:12])[n:7]1.[OH2:26]>>[Cl:1][c:2]1[n:3][c:4]([NH:25][c:22]2[cH:21][c:20]([CH:17]3[CH2:18][CH2:19]3)[nH:24][n:23]2)[c:5]([N+:13](=[O:14])[O-:15])[c:6]([C:8](=[O:9])[O:10][CH2:11][CH3:12])[n:7]1. Starting materials: CC(=O)OCc1cccc(Cl)c1, Cc1ccccc1, [K+], [OH-], Oc1ccccc1, Cc1ccccc1C. The product is CC(=O)OCc1cccc(Oc2ccccc2)c1. Reaction SMILES: [C:18]([CH3:19])(=[O:20])[O:21][CH2:22][c:23]1[cH:24][c:25]([Cl:29])[cH:26][cH:27][cH:28]1.[CH3:30][c:31]1[cH:32][cH:33][cH:34][cH:35][cH:36]1.[K+:9].[OH-:8].[OH:1][c:2]1[cH:3][cH:4][cH:5][cH:6][cH:7]1.[c:10]1([CH3:11])[c:12]([CH3:13])[cH:14][cH:15][cH:16][cH:17]1>>[O:1]([c:2]1[cH:3][cH:4][cH:5][cH:6][cH:7]1)[c:25]1[cH:24][c:23]([CH2:22][O:21][C:18]([CH3:19])=[O:20])[cH:28][cH:27][cH:26]1. Reactants: [O-]P(=O)([O-])[O-].[K+].[K+].[K+] (K3PO4), C(CO)O (ethylene glycol), NC1=CC=CC=C1 (aniline), IC1=CC=CC=C1 (iodobenzene). The reagents and catalysts are [Cu]I (copper(I) iodide). The solvent is CC(C)O (2-propanol), CCCCCC.C(C)(=O)OCC (hexane ethyl acetate). The product is C1(=CC=CC=C1)NC1=CC=CC=C1 (N-(phenyl)aniline). Yield: 40.8%. Reaction SMILES: [O-]P([O-])([O-])=O.[K+].[K+].[K+].[NH2:9][C:10]1[CH:15]=[CH:14][CH:13]=[CH:12][CH:11]=1.I[C:17]1[CH:22]=[CH:21][CH:20]=[CH:19][CH:18]=1.C(O)CO>[Cu]I.CCCCCC.C(OCC)(=O)C.CC(O)C>[C:10]1([NH:9][C:17]2[CH:22]=[CH:21][CH:20]=[CH:19][CH:18]=2)[CH:15]=[CH:14][CH:13]=[CH:12][CH:11]=1 |f:0.1.2.3,8.9|. Reported procedure: The general procedure under argon was followed using copper(I) iodide (10 mg, 0.05 mmol), K3PO4 (425 mg, 2.00 mmol), aniline (109 μL, 1.20 mmol), iodobenzene (112 μL, 1.00 mmol), ethylene glycol (111 μL, 2.00 mmol) and 2-propanol (1.0 mL) at 90° C. Column chromatography using a solvent mixture (hexane/ethyl acetate=5/1, Rf=0.4) afforded N-(phenyl)aniline (69 mg, 41% isolated yield) as light yellow solid. The spectral data (1H NMR) matched with the literature references and GC analysis indicated ... Reactants: FC1=C(C=CC=C1)C=1C(=CC=CC1)C(=O)O (2′-fluoro-biphenyl-2-carboxylic acid), BrC=1C=NC(=NC1)N[C@H]1CNCCC1 ((R)-(5-bromo-pyrimidin-2-yl)-piperidine-3-yl-amine). Yields the product BrC=1C=NC(=NC1)N[C@H]1CN(CCC1)C(=O)C1=C(C=CC=C1)C1=C(C=CC=C1)F ((R)-[3-(5-Bromo-pyrimidin-2-ylamino)-piperidin-1-yl]-(2′-fluoro-biphenyl-2-yl)-methanone). As a reaction SMILES: [F:1][C:2]1[CH:7]=[CH:6][CH:5]=[CH:4][C:3]=1[C:8]1[C:9]([C:14]([OH:16])=O)=[CH:10][CH:11]=[CH:12][CH:13]=1.[Br:17][C:18]1[CH:19]=[N:20][C:21]([NH:24][C@@H:25]2[CH2:30][CH2:29][CH2:28][NH:27][CH2:26]2)=[N:22][CH:23]=1>>[Br:17][C:18]1[CH:19]=[N:20][C:21]([NH:24][C@@H:25]2[CH2:30][CH2:29][CH2:28][N:27]([C:14]([C:9]3[CH:10]=[CH:11][CH:12]=[CH:13][C:8]=3[C:3]3[CH:4]=[CH:5][CH:6]=[CH:7][C:2]=3[F:1])=[O:16])[CH2:26]2)=[N:22][CH:23]=1. Reported procedure: prepared by reaction of 2′-fluoro-biphenyl-2-carboxylic acid with (R)-(5-bromo-pyrimidin-2-yl)-piperidine-3-yl-amine. RXN SMILES: [CH3:1][O:2][c:3]1[cH:4][c:5]([C:8](=[O:9])[OH:10])[s:6][cH:7]1.[CH3:26][N:27]([c:28]1[cH:29][cH:30][n:31][cH:32][cH:33]1)[CH3:34].[Cl-:11].[Cl:12][c:13]1[cH:14][c:15]2[c:19]([cH:20][cH:21]1)[N:18]([C:22](=[O:23])[NH2:24])[C:17](=[O:25])[CH2:16]2.[S:35]([Cl:36])([Cl:37])=[O:38]>>[CH3:1][O:2][c:3]1[cH:4][c:5]([C:8](=[O:10])[CH:16]2[c:15]3[cH:14][c:13]([Cl:12])[cH:21][cH:20][c:19]3[N:18]([C:22](=[O:23])[NH2:24])[C:17]2=[O:25])[s:6][cH:7]1. Yields the product COc1csc(C(=O)C2C(=O)N(C(N)=O)c3ccc(Cl)cc32)c1. Starting materials: COc1csc(C(=O)O)c1, CN(C)c1ccncc1, [Cl-], NC(=O)N1C(=O)Cc2cc(Cl)ccc21, O=S(Cl)Cl.